Dataset: the Open Reaction Database (ORD), a public repository of structured organic reaction records. Task: describe an organic reaction: reactants, conditions, products, and yield Starting materials: C1(CC1)N1C=C(C(C2=C(C(=C(C=C12)F)F)C)=O)C(=O)O (1-cyclopropyl-6,7-difluoro-1,4-dihydro-5-methyl-4-oxo-3-quinolinecarboxylic acid), N1CCNCC1 (piperazine). Solvent: C(C)#N (acetonitrile). Conditions: time 8 hour. Product: C1(CC1)N1C=C(C(C2=C(C(=C(C=C12)N1CCNCC1)F)C)=O)C(=O)O (1-Cyclopropyl-6-fluoro-1,4-dihydro-5-methyl-4-oxo-7-(1-piperazinyl)-3-quinolinecarboxylic acid). The yield is 98.4%. As a reaction SMILES: [CH:1]1([N:4]2[C:13]3[C:8](=[C:9]([CH3:16])[C:10]([F:15])=[C:11](F)[CH:12]=3)[C:7](=[O:17])[C:6]([C:18]([OH:20])=[O:19])=[CH:5]2)[CH2:3][CH2:2]1.[NH:21]1[CH2:26][CH2:25][NH:24][CH2:23][CH2:22]1>C(#N)C>[CH:1]1([N:4]2[C:13]3[C:8](=[C:9]([CH3:16])[C:10]([F:15])=[C:11]([N:21]4[CH2:26][CH2:25][NH:24][CH2:23][CH2:22]4)[CH:12]=3)[C:7](=[O:17])[C:6]([C:18]([OH:20])=[O:19])=[CH:5]2)[CH2:3][CH2:2]1. Procedure: A suspension of 0.70 g (2.50 mmol) of 1-cyclopropyl-6,7-difluoro-1,4-dihydro-5-methyl-4-oxo-3-quinolinecarboxylic acid, 0.86 g (10.0 mmol) of anhydrous piperazine and 20 mL of acetonitrile was refluxed for 5 hours, then stirred at room temperature overnight. The precipitate was collected by filtration, washed with water and acetonitrile, and dried in vacuo to give 0.85 g of the title compound, mp 226°-228 ° C. Starting materials: O=CO, Cl, C1=Cc2ccccc2OC2CCCCC2=CC=N1. Yields the product CC1CCC2=CC=NC=Cc3ccccc3OC2C1. Reaction SMILES: [CH:20]([OH:21])=[O:22].[ClH:19].[cH:1]1[cH:2][cH:3][cH:4][c:5]2[c:14]1[CH:13]=[CH:12][N:11]=[CH:10][CH:9]=[C:8]1[CH:7]([O:6]2)[CH2:18][CH2:17][CH2:16][CH2:15]1>>[cH:1]1[cH:2][cH:3][cH:4][c:5]2[c:14]1[CH:13]=[CH:12][N:11]=[CH:10][CH:9]=[C:8]1[CH:7]([O:6]2)[CH2:18][CH:17]([CH3:20])[CH2:16][CH2:15]1. The reactants are N-t-BOC, C(=O)(C(F)(F)F)O.ClCCl.O (TFA dichloromethane H2O), CN(C)C(=O)/N=N/C(=O)N(C)C (TMAD), FC1=C(C(=C(C=C1F)F)F)O (2,3,5,6-Tetrafluorophenol), C(C)(C)(C)OC(=O)N1CCN(CC1)C=1C(=NC=CN1)OCCO (2-[3-(4-tert-butoxycarbonyl-1-piperazinyl)-pyrazinyloxy]ethanol), C1(=CC=CC=C1)P(C1=CC=CC=C1)C1=CC=CC=C1 (triphenylphosphine). The solvent is C1CCOC1 (THF). Reaction conditions: time 8 hour. Product: Cl.N1(CCNCC1)C=1C(N(C=CN1)CCOC1=C(C(=CC(=C1F)F)F)F)=O (3-(1-Piperazinyl)-1-[2-(2,3,5,6-tetrafluorophenoxy)ethyl]-2(1H)-pyrazinone, Hydrochloride). RXN SMILES: [F:1][C:2]1[C:7]([F:8])=[CH:6][C:5]([F:9])=[C:4]([F:10])[C:3]=1[OH:11].C(OC([N:19]1[CH2:24][CH2:23][N:22]([C:25]2[C:26]([O:31]CCO)=[N:27][CH:28]=[CH:29][N:30]=2)[CH2:21][CH2:20]1)=O)(C)(C)C.[C:35]1(P(C2C=CC=CC=2)C2C=CC=CC=2)C=CC=C[CH:36]=1.CN(C(/N=N/C(N(C)C)=O)=O)C.C(O)(C(F)(F)F)=O.[Cl:73]CCl.O>C1COCC1>[ClH:73].[N:22]1([C:25]2[C:26](=[O:31])[N:27]([CH2:35][CH2:36][O:11][C:3]3[C:2]([F:1])=[C:7]([F:8])[CH:6]=[C:5]([F:9])[C:4]=3[F:10])[CH:28]=[CH:29][N:30]=2)[CH2:21][CH2:20][NH:19][CH2:24][CH2:23]1 |f:4.5.6,8.9|. Procedure: 2,3,5,6-Tetrafluorophenol (556 mg, 3.35 mmol), 2-[3-(4-tert-butoxycarbonyl-1-piperazinyl)-pyrazinyloxy]ethanol (1.01 g, 3.10 mmol) and triphenylphosphine (813 mg, 3.10 mmol) were dissolved in THF (10 mL) and TMAD (533 mg, 3.10 mmol) was added in three portions over 50 min. The reaction mixture was stirred at room temperature overnight. A small amount of a white precipitate was filtered off. The filtrate was evaporated, redissolved in ether and filtered again. The filtrate was washed with 5% NaHC... Reactants: CC1(C)OCC(CCBr)CO1, O=C([O-])[O-], [Cs+], [Cs+], CN(C)C=O, O=c1cc[nH]c(=O)[nH]1. Yields the product CC1(C)OCC(CCn2ccc(=O)[nH]c2=O)CO1. As a reaction SMILES: [Br:15][CH2:16][CH2:17][CH:18]1[CH2:19][O:20][C:21]([CH3:24])([CH3:25])[O:22][CH2:23]1.[C:9](=[O:10])([O-:11])[O-:12].[Cs+:13].[Cs+:14].[O:26]=[CH:27][N:28]([CH3:29])[CH3:30].[nH:1]1[c:2](=[O:3])[nH:4][c:5](=[O:6])[cH:7][cH:8]1>>[n:1]1([CH2:16][CH2:17][CH:18]2[CH2:19][O:20][C:21]([CH3:24])([CH3:25])[O:22][CH2:23]2)[c:2](=[O:3])[nH:4][c:5](=[O:6])[cH:7][cH:8]1. Reactants: FC(CC=O)(F)F (3,3,3-trifluoropropanal), C(C)(=O)O[BH-](OC(C)=O)OC(C)=O.[Na+] (sodium triacetoxyborohydride), COCOC1=CC=C(C=C1)C1=CC(=C2C(=N1)N(N=C2C)C2OCCCC2)CN2C(CNC(C2)(C)C)(C)C (6-(4-methoxymethoxy-phenyl)-3-methyl-1-(tetrahydro-pyran-2-yl)-4-(2,2,5,5-tetramethyl-piperazin-1-ylmethyl)-1H-pyrazolo[3,4-b]pyridine), FC(CC=O)(F)F (3,3,3-trifluoropropanal), C(C)(=O)O (acetic acid), C(C)(=O)O[BH-](OC(C)=O)OC(C)=O.[Na+] (sodium triacetoxyborohydride), FC(CC=O)(F)F (3,3,3-trifluoropropanal), C(C)(=O)O[BH-](OC(C)=O)OC(C)=O.[Na+] (sodium triacetoxyborohydride). Solvent: C(C)(=O)OCC (ethyl acetate), O (water), ClCCl (dichloromethane). Run at time 8 hour. Product: COCOC1=CC=C(C=C1)C1=CC(=C2C(=N1)N(N=C2C)C2OCCCC2)CN2C(CN(C(C2)(C)C)CCC(F)(F)F)(C)C (6-(4-Methoxymethoxy-phenyl)-3-methyl-1-(tetrahydro-pyran-2-yl)-4-[2,2,5,5-tetramethyl-4-(3,3,3-trifluoro-propyl)-piperazin-1-ylmethyl]-1H-pyrazolo[3,4-b]pyridine). Yield: 93.9%. Reaction SMILES: [CH3:1][O:2][CH2:3][O:4][C:5]1[CH:10]=[CH:9][C:8]([C:11]2[N:16]=[C:15]3[N:17]([CH:21]4[CH2:26][CH2:25][CH2:24][CH2:23][O:22]4)[N:18]=[C:19]([CH3:20])[C:14]3=[C:13]([CH2:27][N:28]3[CH2:33][C:32]([CH3:35])([CH3:34])[NH:31][CH2:30][C:29]3([CH3:37])[CH3:36])[CH:12]=2)=[CH:7][CH:6]=1.[F:38][C:39]([F:44])([F:43])[CH2:40][CH:41]=O.C(O)(=O)C.C(O[BH-](OC(=O)C)OC(=O)C)(=O)C.[Na+]>ClCCl.C(OCC)(=O)C.O>[CH3:1][O:2][CH2:3][O:4][C:5]1[CH:6]=[CH:7][C:8]([C:11]2[N:16]=[C:15]3[N:17]([CH:21]4[CH2:26][CH2:25][CH2:24][CH2:23][O:22]4)[N:18]=[C:19]([CH3:20])[C:14]3=[C:13]([CH2:27][N:28]3[CH2:33][C:32]([CH3:35])([CH3:34])[N:31]([CH2:41][CH2:40][C:39]([F:44])([F:43])[F:38])[CH2:30][C:29]3([CH3:37])[CH3:36])[CH:12]=2)=[CH:9][CH:10]=1 |f:3.4|. Procedure details: To a solution of 150 mg of 6-(4-methoxymethoxy-phenyl)-3-methyl-1-(tetrahydro-pyran-2-yl)-4-(2,2,5,5-tetramethyl-piperazin-1-ylmethyl)-1H-pyrazolo[3,4-b]pyridine, 33 mg 3,3,3-trifluoropropanal and 5 mg of acetic acid in 2 ml dichloromethane was added 94 mg of sodium triacetoxyborohydride. After 1 h at rt 33 mg 3,3,3-trifluoropropanal and 94 mg of sodium triacetoxyborohydride were added and the reaction was stirred overnight. Then another 33 mg 3,3,3-trifluoropropanal and 94 mg of sodium triaceto... Reactants: CCO, Cc1cc(Cl)nc(Cl)n1, Cc1cc(N)[nH]n1, [Na+], [Na+], O=C([O-])[O-]. The product is Cc1cc(Nc2cc(C)[nH]n2)nc(Cl)n1. RXN SMILES: [CH3:23][CH2:24][OH:25].[Cl:7][c:8]1[n:9][c:10]([CH3:15])[cH:11][c:12]([Cl:14])[n:13]1.[NH2:16][c:17]1[cH:18][c:19]([CH3:22])[n:20][nH:21]1.[Na+:1].[Na+:2].[O-:3][C:4](=[O:5])[O-:6]>>[Cl:7][c:8]1[n:9][c:10]([CH3:15])[cH:11][c:12]([NH:16][c:17]2[cH:18][c:19]([CH3:22])[nH:20][n:21]2)[n:13]1. Procedure: To a solution of 6-(2-cyanophenyl)-2-(3-fluorophenethylamino)nicotinic acid (582 mg, 1.61 mmol) and 6-bromo-pyridin-2-yl-methylamine (300 mg, 1.61 mmol) in DMF was added CDI (261 mg, 1.61 mmol). The reaction mixture was stirred at r.t. for 2 h. The reaction mixture was purified on RP-HPLC to give N-((6-bromopyridin-2-yl)methyl)-6-(2-cyanophenyl)-2-(3-fluorophenethylamino)nicotinamide (700 mg, 82%) LRMS (M+H+) m/z 530.1. Run in CN(C)C=O (DMF). Product: BrC1=CC=CC(=N1)CNC(C1=C(N=C(C=C1)C1=C(C=CC=C1)C#N)NCCC1=CC(=CC=C1)F)=O (N-((6-bromopyridin-2-yl)methyl)-6-(2-cyanophenyl)-2-(3-fluorophenethylamino)nicotinamide). The yield is 82.0%. As a reaction SMILES: [C:1]([C:3]1[CH:8]=[CH:7][CH:6]=[CH:5][C:4]=1[C:9]1[CH:17]=[CH:16][C:12]([C:13](O)=[O:14])=[C:11]([NH:18][CH2:19][CH2:20][C:21]2[CH:26]=[CH:25][CH:24]=[C:23]([F:27])[CH:22]=2)[N:10]=1)#[N:2].[Br:28][C:29]1[N:34]=[C:33](NC)[CH:32]=[CH:31][CH:30]=1.C1N=C[N:39](C(N2C=NC=C2)=O)[CH:38]=1>CN(C=O)C>[Br:28][C:29]1[N:34]=[C:33]([CH2:38][NH:39][C:13](=[O:14])[C:12]2[CH:16]=[CH:17][C:9]([C:4]3[CH:5]=[CH:6][CH:7]=[CH:8][C:3]=3[C:1]#[N:2])=[N:10][C:11]=2[NH:18][CH2:19][CH2:20][C:21]2[CH:26]=[CH:25][CH:24]=[C:23]([F:27])[CH:22]=2)[CH:32]=[CH:31][CH:30]=1. The reactants are C(#N)C1=C(C=CC=C1)C1=NC(=C(C(=O)O)C=C1)NCCC1=CC(=CC=C1)F (6-(2-cyanophenyl)-2-(3-fluorophenethylamino)nicotinic acid), BrC1=CC=CC(=N1)NC (6-bromo-pyridin-2-yl-methylamine), C1=CN(C=N1)C(=O)N2C=CN=C2 (CDI). Run at time 2 hour.